This data is from the Open Reaction Database (ORD), a public repository of structured organic reaction records. The task is: describe an organic reaction: reactants, conditions, products, and yield Reactants: O=C1CCC(=O)N1Br, COCOc1ccc(OC)cc1-c1nc2c(C)cccc2o1, ClC(Cl)(Cl)Cl, CC(C)(C#N)N=NC(C)(C)C#N. Product: COCOc1ccc(OC)cc1-c1nc2c(CBr)cccc2o1. RXN SMILES: [Br:23][N:24]1[C:25](=[O:26])[CH2:27][CH2:28][C:29]1=[O:30].[CH3:1][O:2][c:3]1[cH:4][cH:5][c:6]([O:19][CH2:20][O:21][CH3:22])[c:7](-[c:9]2[o:10][c:11]3[c:12]([n:13]2)[c:14]([CH3:18])[cH:15][cH:16][cH:17]3)[cH:8]1.[Cl:43][C:44]([Cl:45])([Cl:46])[Cl:47].[N:31]#[C:32][C:33]([N:34]=[N:35][C:36]([C:37]#[N:38])([CH3:39])[CH3:40])([CH3:41])[CH3:42]>>[CH3:1][O:2][c:3]1[cH:4][cH:5][c:6]([O:19][CH2:20][O:21][CH3:22])[c:7](-[c:9]2[o:10][c:11]3[c:12]([n:13]2)[c:14]([CH2:18][Br:23])[cH:15][cH:16][cH:17]3)[cH:8]1.